Dataset: the Open Reaction Database (ORD), a public repository of structured organic reaction records. Task: describe an organic reaction: reactants, conditions, products, and yield Starting materials: O1C(OCC1)C1=CC=C(C=C1)C1=NC=2C=CN3C(C2C=C1C1=CC=CC=C1)=NN=C3O (8-(4-[1,3]Dioxolan-2-yl-phenyl)-9-phenyl-[1,2,4]triazolo[3,4-f][1,6]napthyridin-3-ol). Solvent: O1CCOCC1 (dioxane), Cl (HCl). Run at time 20 minute. Product: OC1=NN=C2C=3C=C(C(=NC3C=CN21)C2=CC=C(C=O)C=C2)C2=CC=CC=C2 (4-(3-Hydroxy-9-phenyl-[1,2,4]triazolo[3,4-f][1,6]naphthyridin-8-yl)-benzaldehyde). Reaction SMILES: [O:1]1CCO[CH:2]1[C:6]1[CH:11]=[CH:10][C:9]([C:12]2[C:21]([C:22]3[CH:27]=[CH:26][CH:25]=[CH:24][CH:23]=3)=[CH:20][C:19]3[C:18]4=[N:28][N:29]=[C:30]([OH:31])[N:17]4[CH:16]=[CH:15][C:14]=3[N:13]=2)=[CH:8][CH:7]=1>O1CCOCC1.Cl>[OH:31][C:30]1[N:17]2[C:18]([C:19]3[CH:20]=[C:21]([C:22]4[CH:23]=[CH:24][CH:25]=[CH:26][CH:27]=4)[C:12]([C:9]4[CH:8]=[CH:7][C:6]([CH:2]=[O:1])=[CH:11][CH:10]=4)=[N:13][C:14]=3[CH:15]=[CH:16]2)=[N:28][N:29]=1. Reported procedure: A suspension of 8-(4-[1,3]dioxolan-2-yl-phenyl)-9-phenyl-[1,2,4]triazolo[3,4-f][1,6]naphthyridin-3-ol (3-5, 2.7 g, 6.6 mmol) in dioxane (20 mL) and 2N HCl (20 mL) was stirred at room temperature for 20 min. It was concentrated to remove most dioxane at 25° C. The residue was poured into ice cold water to give a brown solid which was collected via filtration and dried with toluene azeotropically to give the title compound. LRMS m/z (M+1) Calcd: 367.1. Found 367.1.